The task is: describe an organic reaction: reactants, conditions, products, and yield. This data is from the Open Reaction Database (ORD), a public repository of structured organic reaction records. Starting materials: CN1CCOCC1, CN(C)C1(c2ccccc2)CCC(CC(=O)O)CC1, CN(C)C=O, CCO, C(=NC1CCCCC1)=NC1CCCCC1, Cl, [Na+], [OH-], O, On1nnc2ccccc21, NCCCc1ccccc1. Yields the product CN(C)C1(c2ccccc2)CCC(CC(=O)NCCCc2ccccc2)CC1. Reaction SMILES: [CH3:21][N:22]1[CH2:23][CH2:24][O:25][CH2:26][CH2:27]1.[CH3:29][N:30]([C:31]1([c:41]2[cH:42][cH:43][cH:44][cH:45][cH:46]2)[CH2:32][CH2:33][CH:34]([CH2:37][C:38](=[O:39])[OH:40])[CH2:35][CH2:36]1)[CH3:47].[CH3:65][N:66]([CH3:67])[CH:68]=[O:69].[CH3:71][CH2:72][OH:73].[CH:48]1([N:49]=[C:50]=[N:51][CH:52]2[CH2:53][CH2:54][CH2:55][CH2:56][CH2:57]2)[CH2:58][CH2:59][CH2:60][CH2:61][CH2:62]1.[ClH:28].[Na+:64].[OH-:63].[OH2:70].[OH:1][n:2]1[c:3]2[cH:4][cH:5][cH:6][cH:7][c:8]2[n:9][n:10]1.[c:11]1([CH2:17][CH2:18][CH2:19][NH2:20])[cH:12][cH:13][cH:14][cH:15][cH:16]1>>[c:11]1([CH2:17][CH2:18][CH2:19][NH:20][C:38]([CH2:37][CH:34]2[CH2:33][CH2:32][C:31]([N:30]([CH3:29])[CH3:47])([c:41]3[cH:42][cH:43][cH:44][cH:45][cH:46]3)[CH2:36][CH2:35]2)=[O:39])[cH:12][cH:13][cH:14][cH:15][cH:16]1. The reactants are N#Cc1ccc(CBr)cc1, C[N+](C)(C)Cc1ccccc1, [Cl-], ClCCl, [Na+], [OH-], O, OCCn1cnc2cnc3ccccc3c21. Product: N#Cc1ccc(COCCn2cnc3cnc4ccccc4c32)cc1. Reaction SMILES: [Br:17][CH2:18][c:19]1[cH:20][cH:21][c:22]([C:25]#[N:26])[cH:23][cH:24]1.[CH2:30]([N+:31]([CH3:32])([CH3:33])[CH3:34])[c:35]1[cH:36][cH:37][cH:38][cH:39][cH:40]1.[Cl-:29].[Cl:41][CH2:42][Cl:43].[Na+:28].[OH-:27].[OH2:44].[n:1]1([CH2:14][CH2:15][OH:16])[cH:2][n:3][c:4]2[cH:5][n:6][c:7]3[cH:8][cH:9][cH:10][cH:11][c:12]3[c:13]12>>[n:1]1([CH2:14][CH2:15][O:16][CH2:18][c:19]2[cH:20][cH:21][c:22]([C:25]#[N:26])[cH:23][cH:24]2)[cH:2][n:3][c:4]2[cH:5][n:6][c:7]3[cH:8][cH:9][cH:10][cH:11][c:12]3[c:13]12. Starting materials: C(C1=CC=CC=C1)NCC(COC1=CC=CC2=NC(N=C21)=O)O (4-(3-benzylamino-2-hydroxypropoxy)benzimidazol-2-one), [H][H] (hydrogen). The reagents and catalysts are [Pd] (palladium-on-charcoal). Solvent: CO (methanol). Yields the product NCC(COC1=CC=CC2=NC(N=C21)=O)O (4-(3-amino-2-hydroxypropoxy)-benzimidazol-2-one). Reaction SMILES: C([NH:8][CH2:9][CH:10]([OH:23])[CH2:11][O:12][C:13]1[C:21]2[C:17](=[N:18][C:19](=[O:22])[N:20]=2)[CH:16]=[CH:15][CH:14]=1)C1C=CC=CC=1.[H][H]>[Pd].CO>[NH2:8][CH2:9][CH:10]([OH:23])[CH2:11][O:12][C:13]1[C:21]2[C:17](=[N:18][C:19](=[O:22])[N:20]=2)[CH:16]=[CH:15][CH:14]=1. Procedure: 1.6 g of palladium-on-charcoal catalyst are added to a solution of 15.5 g of 4-(3-benzylamino-2-hydroxypropoxy)benzimidazol-2-one in 160 ml of methanol, and the mixture is hydrogenated until the calculated amount of hydrogen has been absorbed. The catalyst is filtered off and the solvent distilled off to leave 4-(3-amino-2-hydroxypropoxy)-benzimidazol-2-one, which melts at 188°-190° after recrystallization from ethanol. Starting materials: CC=1NC2=CC=C(C(=C2C1)C(F)(F)F)C#N (2-methyl-4-(trifluoromethyl)-1H-indole-5-carbonitrile), BrCC1CC1 ((bromomethyl)cyclopropane). Procedure details: Synthesized as described in Example 4 using 2-methyl-4-(trifluoromethyl)-1H-indole-5-carbonitrile and (bromomethyl)cyclopropane: 1H NMR (400 MHz, CDCl3) δ 7.48 (s, 2H), 6.57 (s, 1H), 4.04 (d, J=6.6 Hz, 2H), 2.50 (s, 3H), 1.16 (m, 1H), 0.60 (m, 2H), 0.34 (m, 2H); MS (ES) m/z 279 (M+1). RXN SMILES: [CH3:1][C:2]1[NH:3][C:4]2[C:9]([CH:10]=1)=[C:8]([C:11]([F:14])([F:13])[F:12])[C:7]([C:15]#[N:16])=[CH:6][CH:5]=2.Br[CH2:18][CH:19]1[CH2:21][CH2:20]1>>[CH:19]1([CH2:18][N:3]2[C:4]3[C:9](=[C:8]([C:11]([F:12])([F:14])[F:13])[C:7]([C:15]#[N:16])=[CH:6][CH:5]=3)[CH:10]=[C:2]2[CH3:1])[CH2:21][CH2:20]1. The product is C1(CC1)CN1C(=CC2=C(C(=CC=C12)C#N)C(F)(F)F)C (1-(Cyclopropyl methyl)-2-methyl-4-(trifluoromethyl)-1H-indole-5-carbonitrile). The reactants are [N+](=O)([O-])C=1C=CC=C2C=CNC12 (7-Nitro indole), C(C(=O)Cl)(=O)Cl (oxalyl dichloride), CCN(C(C)C)C(C)C (iPr2NEt), [N+](=O)([O-])C=1C=CC=C2C(=CNC12)C(C(=O)Cl)=O (2-(7-nitro-1H-indol-3-yl)-2-oxoacetyl chloride), amine. Run in CCOCC (ether), C(Cl)Cl (CH2Cl2), C1CCOC1 (THF), O1CCOCC1 (dioxane), C(Cl)Cl (CH2Cl2). Reaction conditions: time 24 hour. The product is crude product, O=CC(=O)[NH-].[N+](=O)([O-])C=1NC2=CC=CC=C2C1 (nitro indole 2-oxoacetyl amide). Reaction SMILES: [N+:1]([C:4]1[CH:5]=[CH:6][CH:7]=[C:8]2[C:12]=1[NH:11][CH:10]=[CH:9]2)([O-])=O.[C:13](Cl)(=[O:17])[C:14](Cl)=[O:15].CCN(C(C)C)C(C)C.[N+:28](C1C=CC=C2C=1NC=C2C(=O)C(Cl)=O)([O-:30])=[O:29]>CCOCC.C1COCC1.O1CCOCC1.C(Cl)Cl>[O:15]=[CH:14][C:13]([NH-:1])=[O:17].[N+:28]([C:10]1[NH:11][C:12]2[C:8]([CH:9]=1)=[CH:7][CH:6]=[CH:5][CH:4]=2)([O-:30])=[O:29] |f:8.9|. Reported procedure: 7-Nitro indole (1 eq.) and oxalyl dichloride (10 eq.) were mixed in ether or CH2Cl2. The reaction was stirred for 24 hours and 2-(7-nitro-1H-indol-3-yl)-2-oxoacetyl chloride precipitated from solution. Filtration offered yellow solid which was dried under vacuum and used in Step 2 without purification. Step 2: iPr2NEt (1-10 eq.) was added into a solution of 2-(7-nitro-1H-indol-3-yl)-2-oxoacetyl chloride from Step 1 and amine (1 eq.) in THF, dioxane or CH2Cl2. The reaction was stirred at room tem... Starting materials: IC=1C=CC(=NC1)N(C)C ((5-iodo-pyridin-2-yl)-dimethyl-amine), ClC1=NC=C(C=C1)C#C (2-chloro-5-ethynyl-pyridine). Yields the product C(#C)C=1C=CC(=NC1)N(C)C ((5-Ethynyl-pyridin-2-yl)-dimethyl-amine). RXN SMILES: I[C:2]1[CH:3]=[CH:4][C:5]([N:8]([CH3:10])[CH3:9])=[N:6][CH:7]=1.Cl[C:12]1[CH:17]=CC(C#C)=CN=1>>[C:12]([C:2]1[CH:3]=[CH:4][C:5]([N:8]([CH3:10])[CH3:9])=[N:6][CH:7]=1)#[CH:17]. Procedure details: (5-Ethynyl-pyridin-2-yl)-dimethyl-amine was prepared from (5-iodo-pyridin-2-yl)-dimethyl-amine in the same manner as 2-chloro-5-ethynyl-pyridine (Example 1). Reactants: CN(C)c1ccncc1, CCN=C=NCCCN(C)C, ClCCl, Cl, N, O, O=C(O)C1CCC(OCCCN2CCN(c3cccc4sccc34)CC2)CC1. The product is NC(=O)C1CCC(OCCCN2CCN(c3cccc4sccc34)CC2)CC1. RXN SMILES: [CH3:43][N:44]([CH3:45])[c:46]1[cH:47][cH:48][n:49][cH:50][cH:51]1.[CH3:4][N:5]([CH3:6])[CH2:7][CH2:8][CH2:9][N:10]=[C:11]=[N:12][CH2:13][CH3:14].[Cl:52][CH2:53][Cl:54].[ClH:3].[NH3:2].[OH2:1].[s:15]1[c:16]2[c:17]([cH:18][cH:19]1)[c:20]([N:24]1[CH2:25][CH2:26][N:27]([CH2:30][CH2:31][CH2:32][O:33][CH:34]3[CH2:35][CH2:36][CH:37]([C:40](=[O:41])[OH:42])[CH2:38][CH2:39]3)[CH2:28][CH2:29]1)[cH:21][cH:22][cH:23]2>>[NH2:5][C:40]([CH:37]1[CH2:36][CH2:35][CH:34]([O:33][CH2:32][CH2:31][CH2:30][N:27]2[CH2:26][CH2:25][N:24]([c:20]3[c:17]4[c:16]([s:15][cH:19][cH:18]4)[cH:23][cH:22][cH:21]3)[CH2:29][CH2:28]2)[CH2:39][CH2:38]1)=[O:41]. The reactants are ClC(c1ccccc1)(c1ccccc1)c1ccccc1, CCCCCCCCCCCCCCCCOC(C)C(O)CO, Cl, O, c1ccncc1. The product is CCCCCCCCCCCCCCCCOC(C)C(O)COC(c1ccccc1)(c1ccccc1)c1ccccc1. Reaction SMILES: [C:24]([c:25]1[cH:26][cH:27][cH:28][cH:29][cH:30]1)([c:31]1[cH:32][cH:33][cH:34][cH:35][cH:36]1)([c:37]1[cH:38][cH:39][cH:40][cH:41][cH:42]1)[Cl:43].[CH2:1]([CH2:2][CH2:3][CH2:4][CH2:5][CH2:6][CH2:7][CH2:8][CH2:9][CH2:10][CH2:11][CH2:12][CH2:13][CH2:14][CH2:15][CH3:16])[O:17][CH:18]([CH:19]([CH2:20][OH:21])[OH:22])[CH3:23].[ClH:50].[OH2:51].[cH:44]1[cH:45][cH:46][n:47][cH:48][cH:49]1>>[CH2:1]([CH2:2][CH2:3][CH2:4][CH2:5][CH2:6][CH2:7][CH2:8][CH2:9][CH2:10][CH2:11][CH2:12][CH2:13][CH2:14][CH2:15][CH3:16])[O:17][CH:18]([CH:19]([CH2:20][O:21][C:24]([c:25]1[cH:26][cH:27][cH:28][cH:29][cH:30]1)([c:31]1[cH:32][cH:33][cH:34][cH:35][cH:36]1)[c:37]1[cH:38][cH:39][cH:40][cH:41][cH:42]1)[OH:22])[CH3:23].